Dataset: the Open Reaction Database (ORD), a public repository of structured organic reaction records. Task: describe an organic reaction: reactants, conditions, products, and yield Reactants: ClC=1C=C(C=CC1)O (3-chlorophenol), CN(S(=O)(=O)Cl)C (dimethylsulfamoyl chloride), [OH-].[Na+] (sodium hydroxide). The solvent is C1(=CC=CC=C1)C (toluene). Product: ClC=1C=C(C=CC1)OS(N(C)C)(=O)=O (Dimethylsulfamic acid 3-chlorophenyl ester). Yield: 22.3%. As a reaction SMILES: [Cl:1][C:2]1[CH:3]=[C:4]([OH:8])[CH:5]=[CH:6][CH:7]=1.[CH3:9][N:10]([CH3:15])[S:11](Cl)(=[O:13])=[O:12].[OH-].[Na+]>C1(C)C=CC=CC=1>[Cl:1][C:2]1[CH:3]=[C:4]([O:8][S:11](=[O:13])(=[O:12])[N:10]([CH3:15])[CH3:9])[CH:5]=[CH:6][CH:7]=1 |f:2.3|. Procedure: A solution of 25.7 g (0.2 mole) of 3-chlorophenol and 34.9 g (0.24 mole) of dimethylsulfamoyl chloride (Aldrich) in 150 ml of toluene was stirred and heated at reflux for 16 h, cooled and treated with 300 ml of 15% sodium hydroxide solution. The layers were separated and the organic layer was washed with two 200 ml portions of 15% sodium hydroxide solution, 300 ml of water and dried (magnesium sulfate). The solvent was evaporated under reduced pressure and the brown viscous oil was purified by c... Reactants: CN1C(=C(C=C1C)C)C(CC#N)=O (1,3,5-trimethyl-β-oxo-2-pyrrolpropionitrile), C1(=CC=CC=C1)N=C=O (phenylisocyanate). The solvent is C1(=CC=CC=C1)C (toluene), C(C)N(CC)CC (triethylamine). Reaction conditions: time 8 hour. The product is CN1C(=C(C=C1C)C)C(C(C#N)C(NC1=CC=CC=C1)=O)=O (1,3,5-trimethyl-β-oxo-α-phenylcarbamoyl-2-pyrrolpropionitrile). RXN SMILES: [CH3:1][N:2]1[C:6]([CH3:7])=[CH:5][C:4]([CH3:8])=[C:3]1[C:9](=[O:13])[CH2:10][C:11]#[N:12].[C:14]1([N:20]=[C:21]=[O:22])[CH:19]=[CH:18][CH:17]=[CH:16][CH:15]=1>C1(C)C=CC=CC=1.C(N(CC)CC)C>[CH3:1][N:2]1[C:6]([CH3:7])=[CH:5][C:4]([CH3:8])=[C:3]1[C:9](=[O:13])[CH:10]([C:21](=[O:22])[NH:20][C:14]1[CH:19]=[CH:18][CH:17]=[CH:16][CH:15]=1)[C:11]#[N:12]. Reported procedure: To the suspension of 1.0 g of 1,3,5-trimethyl-β-oxo-2-pyrrolpropionitrile in 30 ml of dry toluene and 0.7 g of anhydrous triethylamine, 0.75 g of phenylisocyanate are added while stirring. The mixture is warmed for 5 minutes at the steam cone and allowed to stand at room temperature overnight. It is filtered, the residue taken up in methanol and the solution acidified with N hydrochloric acid. The precipitate formed is collected, dissolved in N aqueous sodium hydroxide, re-precipitated with 5 N ... The reactants are [N+](=O)([O-])C1=C(C=CC=C1)CC(C(=O)OC)=O (methyl 3-(2-nitrophenyl)pyruvate), FF (fluorine). Run in C(C)#N (acetonitrile). The product is [N+](=O)([O-])C1=C(C=CC=C1)C(C(C(=O)OC)=O)F (methyl 3-(2-nitrophenyl)-3-fluoropyruvate). As a reaction SMILES: [N+:1]([C:4]1[CH:9]=[CH:8][CH:7]=[CH:6][C:5]=1[CH2:10][C:11](=[O:16])[C:12]([O:14][CH3:15])=[O:13])([O-:3])=[O:2].[F:17]F>C(#N)C>[N+:1]([C:4]1[CH:9]=[CH:8][CH:7]=[CH:6][C:5]=1[CH:10]([F:17])[C:11](=[O:16])[C:12]([O:14][CH3:15])=[O:13])([O-:3])=[O:2]. Procedure: In the same manner as in Example 1, methyl 3-(2-nitrophenyl)pyruvate (2.23 g; 10 mmol) is dissolved in acetonitrile (50 g) and reacted with fluorine. By distilling off the solvent under reduced pressure, there is obtained a crude product, whicch is rectified to give methyl 3-(2-nitrophenyl)-3-fluoropyruvate. Starting materials: CC#N, NC1CCCC1, C#CC1CCC(C#N)N1C(=O)CCl. The product is C#CC1CCC(C#N)N1C(=O)CNC1CCCC1. Reaction SMILES: [CH3:20][C:21]#[N:22].[CH:14]1([NH2:19])[CH2:15][CH2:16][CH2:17][CH2:18]1.[Cl:1][CH2:2][C:3](=[O:4])[N:5]1[CH:6]([C:12]#[N:13])[CH2:7][CH2:8][CH:9]1[C:10]#[CH:11]>>[CH2:2]([C:3](=[O:4])[N:5]1[CH:6]([C:12]#[N:13])[CH2:7][CH2:8][CH:9]1[C:10]#[CH:11])[NH:19][CH:14]1[CH2:15][CH2:16][CH2:17][CH2:18]1. The reactants are C(C)(=O)SCC(C(=O)NC=1C=NC=C(C(=O)OC)C1)C (methyl 5-(2-acetylthiomethyl-propionamido)-nicotinate), C(C)(=O)SCC(C(=O)NC1=C(C(=O)OC)C=CC=N1)C (methyl 2-(2-acetylthiomethyl-propionamido)-nicotinate). Solvent: C(Cl)Cl.CO (methylene chloride methanol). Product: SCC(C(=O)NC=1C=NC=C(C(=O)OC)C1)C (methyl 5-(2-mercaptomethyl-propionamido)-nicotinate). Reported procedure: Following the procedure of Example 2, but substituting an equivalent amount of methyl 5-(2-acetylthiomethyl-propionamido)-nicotinate, obtained as disclosed in Example 12, for methyl 2-(2-acetylthiomethyl-propionamido)-nicotinate and using a mixture of methylene chloride/methanol 99:1 as eluent for the chromatographic column, methyl 5-(2-mercaptomethyl-propionamido)-nicotinate is obtained: m.p. 96°-97° C., from ethyl acetate. Reaction SMILES: C([S:4][CH2:5][CH:6]([CH3:20])[C:7]([NH:9][C:10]1[CH:11]=[N:12][CH:13]=[C:14]([CH:19]=1)[C:15]([O:17][CH3:18])=[O:16])=[O:8])(=O)C.C(SCC(C)C(NC1N=CC=CC=1C(OC)=O)=O)(=O)C>C(Cl)Cl.CO>[SH:4][CH2:5][CH:6]([CH3:20])[C:7]([NH:9][C:10]1[CH:11]=[N:12][CH:13]=[C:14]([CH:19]=1)[C:15]([O:17][CH3:18])=[O:16])=[O:8] |f:2.3|. Starting materials: C(C(=C)C)(=O)OCCOS(=O)(=O)C1=CC=C(C=C1)C (2-(toluene-4-sulfonyloxy)ethyl methacrylate), CC(C)(C#N)N=NC(C)(C)C#N (AIBN), C(C(=C)C)(=O)OCCO (2-hydroxyethyl methacrylate), C(C(=C)C)(=O)OC (methyl methacrylate). Run in O1CCCC1 (tetrahydrofuran). Conditions: temperature 67.5 celsius. Product: C(C(=C)C)(=O)OCCOS(=O)(=O)C1=CC=C(C=C1)C.C(C(=C)C)(=O)OCCO (2-(toluene-4-sulfonyloxy)ethyl methacrylate 2-hydroxyethyl methacrylate). The yield is 65.0%. RXN SMILES: [C:1]([O:6][CH2:7][CH2:8][O:9][S:10]([C:13]1[CH:18]=[CH:17][C:16]([CH3:19])=[CH:15][CH:14]=1)(=[O:12])=[O:11])(=[O:5])[C:2]([CH3:4])=[CH2:3].[C:20]([O:25][CH2:26][CH2:27][OH:28])(=[O:24])[C:21]([CH3:23])=[CH2:22].C(OC)(=O)C(C)=C.CC(N=NC(C#N)(C)C)(C#N)C>O1CCCC1>[C:1]([O:6][CH2:7][CH2:8][O:9][S:10]([C:13]1[CH:18]=[CH:17][C:16]([CH3:19])=[CH:15][CH:14]=1)(=[O:11])=[O:12])(=[O:5])[C:2]([CH3:4])=[CH2:3].[C:20]([O:25][CH2:26][CH2:27][OH:28])(=[O:24])[C:21]([CH3:23])=[CH2:22] |f:5.6|. Procedure: In a 500 ml round-bottom flask was placed 0.3 mole of 2-(toluene-4-sulfonyloxy)ethyl methacrylate, 0.32 mole of 2-hydroxyethyl methacrylate, 0.3 mole of methyl methacrylate, 300 g of tetrahydrofuran (THF), and 0.1 g-3 g of AIBN. The reaction mixture was heated at 60-75° C. for 5-20 hours. The product was precipitated in ethyl ether or n-hexane, filtered and dried to provide poly [2-(toluene-4-sulfonyloxy)ethyl methacrylate/2-hydroxyethyl methacrylate/-methyl methacrylate] represented by the foll...